This data is from the Open Reaction Database (ORD), a public repository of structured organic reaction records. The task is: describe an organic reaction: reactants, conditions, products, and yield Starting materials: OC1=CC=C(C=C1)C(=O)C1=CC=C(C=C1)O (bis-(4-hydroxy-phenyl)-methanone), O (Water), ClCCCN(C)C ((3-chloro-propyl)-dimethyl-amine). The solvent is CO (methanol). Yields the product CN(CCCOC1=CC=C(C=C1)C(=O)C1=CC=C(C=C1)OCCCN(C)C)C (bis-[4-(3-dimethylamino-propoxy)-phenyl]-methanone), residue. RXN SMILES: [OH:1][C:2]1[CH:7]=[CH:6][C:5]([C:8]([C:10]2[CH:15]=[CH:14][C:13]([OH:16])=[CH:12][CH:11]=2)=[O:9])=[CH:4][CH:3]=1.Cl[CH2:18][CH2:19][CH2:20][N:21]([CH3:23])[CH3:22].O>CO>[CH3:22][N:21]([CH3:23])[CH2:20][CH2:19][CH2:18][O:1][C:2]1[CH:7]=[CH:6][C:5]([C:8]([C:10]2[CH:15]=[CH:14][C:13]([O:16][CH2:18][CH2:19][CH2:20][N:21]([CH3:23])[CH3:22])=[CH:12][CH:11]=2)=[O:9])=[CH:4][CH:3]=1. Procedure: To a stirred solution of bis-(4-hydroxy-phenyl)-methanone (7.00 g) in methanol (130 mL) was added at room temperature t-Bu3OK (14.7 g) followed by (3-chloro-propyl)-dimethyl-amine (10.3 g). The reaction mixture was heated under reflux for 18 h and was allowed to cool down to room temperature. Water (50 mL) was added and the solvent was removed in vacuo. Methylene chloride (650 mL) was added and the organic layer was washed with water (2×150 mL). The organic layer was dried over magnesium sulfate... Starting materials: CC(C)(C)OC(=O)N1CCC(n2ncc3c(Cl)ncnc32)CC1, CN(C)C=O, N#Cc1ccccc1O. Yields the product CC(C)(C)OC(=O)N1CCC(n2ncc3c(Oc4ccccc4C#N)ncnc32)CC1. As a reaction SMILES: [C:1]([CH3:2])([CH3:3])([CH3:4])[O:5][C:6](=[O:7])[N:8]1[CH2:9][CH2:10][CH:11]([n:14]2[n:15][cH:16][c:17]3[c:18]2[n:19][cH:20][n:21][c:22]3[Cl:23])[CH2:12][CH2:13]1.[CH3:33][N:34]([CH3:35])[CH:36]=[O:37].[OH:24][c:25]1[c:26]([C:27]#[N:28])[cH:29][cH:30][cH:31][cH:32]1>>[C:1]([CH3:2])([CH3:3])([CH3:4])[O:5][C:6](=[O:7])[N:8]1[CH2:9][CH2:10][CH:11]([n:14]2[n:15][cH:16][c:17]3[c:18]2[n:19][cH:20][n:21][c:22]3[O:24][c:25]2[c:26]([C:27]#[N:28])[cH:29][cH:30][cH:31][cH:32]2)[CH2:12][CH2:13]1. Reactants: C(C)OC(=O)C=1OC2=C(C1C)C(=CC=C2)O (4-hydroxy-3-methyl-benzofuran-2-carboxylic acid ethyl ester), F[B-](F)(F)F.F[N+]1=C(C=CC=C1Cl)Cl (1-fluoro-2,6-dichloropyridinium tetrafluoroborate). Solvent: ClCCl (dichloromethane). Conditions: time 8 hour. Yields the product C(C)OC(=O)C=1OC2=C(C1C)C(=C(C=C2)F)O (5-fluoro-4-hydroxy-3-methyl-benzofuran-2-carboxylic acid ethyl ester). Yield: 27.7%. Reaction SMILES: [CH2:1]([O:3][C:4]([C:6]1[O:7][C:8]2[CH:15]=[CH:14][CH:13]=[C:12]([OH:16])[C:9]=2[C:10]=1[CH3:11])=[O:5])[CH3:2].[F:17][B-](F)(F)F.F[N+]1C(Cl)=CC=CC=1Cl>ClCCl>[CH2:1]([O:3][C:4]([C:6]1[O:7][C:8]2[CH:15]=[CH:14][C:13]([F:17])=[C:12]([OH:16])[C:9]=2[C:10]=1[CH3:11])=[O:5])[CH3:2] |f:1.2|. Procedure: To a solution of 4-hydroxy-3-methyl-benzofuran-2-carboxylic acid ethyl ester (Joseph G. Atkinson et al., European patent application 0146243 (1985)) (700 mg) in dichloromethane (20 ml) was added 1-fluoro-2,6-dichloropyridinium tetrafluoroborate (807 mg) at room temperature and the mixture was stirred overnight. The reaction was quenched by the addition of water (10 ml), extracted with ethyl acetate (20 ml), washed with brine and dried over anhydrous magnesium sulfate. The mixture was separated b...